Task: describe an organic reaction: reactants, conditions, products, and yield. Dataset: the Open Reaction Database (ORD), a public repository of structured organic reaction records Reactants: N1(CCOCC1)S(F)(F)F, n1c(nc2c(c1c1cnc(nc1)N)CCN2C1CC(C1)(F)F)N1CCOC[C@@H]1CO. The reagents and catalysts are c1ccc(cc1)-c2c3ccccc3cc4ccccc24 (9-Phenylanthracene). Run in CC#N (MeCN). Run at temperature 25 celsius, time 18 hour. Yields the product Nc1ncc(cn1)c2nc(nc3N(CCc23)C4CC(F)(F)C4)N5CCOC[C@@H]5CF. RXN SMILES: [NH2:1][c:2]1[n:7][cH:6][c:5]([c:8]2[c:16]([c:12]3[n:11][c:10]([N:23]4[C@@H:28]([CH2:29]O)[CH2:27][O:26][CH2:25][CH2:24]4)[n:9]2)[CH2:15][CH2:14][N:13]3[CH:17]5[CH2:22][C:19]([F:21])([F:20])[CH2:18]5)[cH:4][n:3]1.[F:30]S(N1CCOCC1)(F)F>>[NH2:1][c:2]1[n:7][cH:6][c:5]([c:8]2[c:16]([c:12]3[n:11][c:10]([N:23]4[C@@H:28]([CH2:29][F:30])[CH2:27][O:26][CH2:25][CH2:24]4)[n:9]2)[CH2:15][CH2:14][N:13]3[CH:17]5[CH2:22][C:19]([F:21])([F:20])[CH2:18]5)[cH:4][n:3]1. Starting materials: CC(=O)N1CCc2cc(CC(C)Br)cc(C#N)c21, CCOc1ccccc1OCCN, [I-], [K+], C1COCCOCCOCCOCCOCCO1, C1COCCO1. Yields the product CCOc1ccccc1OCCNC(C)Cc1cc(C#N)c2c(c1)CCN2C(C)=O. Reaction SMILES: [C:1]([CH3:2])(=[O:3])[N:4]1[CH2:5][CH2:6][c:7]2[cH:8][c:9]([CH2:15][CH:16]([CH3:17])[Br:18])[cH:10][c:11]([C:13]#[N:14])[c:12]21.[CH2:19]([CH3:20])[O:21][c:22]1[c:23]([O:24][CH2:25][CH2:26][NH2:27])[cH:28][cH:29][cH:30][cH:31]1.[I-:33].[K+:32].[O:34]1[CH2:35][CH2:36][O:37][CH2:38][CH2:39][O:40][CH2:41][CH2:42][O:43][CH2:44][CH2:45][O:46][CH2:47][CH2:48][O:49][CH2:50][CH2:51]1.[O:52]1[CH2:53][CH2:54][O:55][CH2:56][CH2:57]1>>[C:1]([CH3:2])(=[O:3])[N:4]1[CH2:5][CH2:6][c:7]2[cH:8][c:9]([CH2:15][CH:16]([CH3:17])[NH:27][CH2:26][CH2:25][O:24][c:23]3[c:22]([O:21][CH2:19][CH3:20])[cH:31][cH:30][cH:29][cH:28]3)[cH:10][c:11]([C:13]#[N:14])[c:12]21. Starting materials: [Br-], CCOC(=O)Oc1ccc(C=O)cc1, CC(c1ccc2c(c1)SC(C)(C)S2)[P+](c1ccccc1)(c1ccccc1)c1ccccc1. The product is CCOC(=O)Oc1ccc(C=C(C)c2ccc3c(c2)SC(C)(C)S3)cc1. RXN SMILES: [Br-:1].[C:34]([O:35][CH2:36][CH3:37])([O:38][c:39]1[cH:40][cH:41][c:42]([CH:45]=[O:46])[cH:43][cH:44]1)=[O:47].[CH3:2][C:3]1([CH3:33])[S:4][c:5]2[c:6]([cH:8][cH:9][c:10]([CH:12]([CH3:13])[P+:14]([c:15]3[cH:16][cH:17][cH:18][cH:19][cH:20]3)([c:21]3[cH:22][cH:23][cH:24][cH:25][cH:26]3)[c:27]3[cH:28][cH:29][cH:30][cH:31][cH:32]3)[cH:11]2)[S:7]1>>[CH3:2][C:3]1([CH3:33])[S:4][c:5]2[c:6]([cH:8][cH:9][c:10]([C:12]([CH3:13])=[CH:45][c:42]3[cH:41][cH:40][c:39]([O:38][C:34]([O:35][CH2:36][CH3:37])=[O:47])[cH:44][cH:43]3)[cH:11]2)[S:7]1. Reactants: ClC(Cl)Cl, CCCCCN1C(=O)C(C)(C)c2cc3[nH]c(CO)nc3cc21, O=S(Cl)Cl. The product is CCCCCN1C(=O)C(C)(C)c2cc3[nH]c(CCl)nc3cc21. RXN SMILES: [Cl:27][CH:28]([Cl:29])[Cl:30].[OH:1][CH2:2][c:3]1[n:4][c:5]2[c:6]([cH:7][c:8]3[c:12]([cH:13]2)[N:11]([CH2:14][CH2:15][CH2:16][CH2:17][CH3:18])[C:10](=[O:19])[C:9]3([CH3:20])[CH3:21])[nH:22]1.[S:23]([Cl:24])([Cl:25])=[O:26]>>[CH2:2]([c:3]1[n:4][c:5]2[c:6]([cH:7][c:8]3[c:12]([cH:13]2)[N:11]([CH2:14][CH2:15][CH2:16][CH2:17][CH3:18])[C:10](=[O:19])[C:9]3([CH3:20])[CH3:21])[nH:22]1)[Cl:25].